This data is from the Open Reaction Database (ORD), a public repository of structured organic reaction records. The task is: describe an organic reaction: reactants, conditions, products, and yield The reactants are CN1CCC(CC1)=O (N-Methyl-4-piperidone), solution, BrC1=CC=C2C=CN(C2=C1)C(C)C (6-bromo-1-isoproylindole), [Li]C(C)(C)C (tBuLi). Reaction conditions: temperature -20 celsius, time 7 minute. The product is OC1(CCN(CC1)C)C1=CC=C2C=CN(C2=C1)C(C)C (6-[4-Hydroxy-1-methyl-piperidin-4-yl]-1-isopropyl-indole). Isolated yield 44.1%. As a reaction SMILES: Br[C:2]1[CH:10]=[C:9]2[C:5]([CH:6]=[CH:7][N:8]2[CH:11]([CH3:13])[CH3:12])=[CH:4][CH:3]=1.[Li]C(C)(C)C.[CH3:19][N:20]1[CH2:25][CH2:24][C:23](=[O:26])[CH2:22][CH2:21]1>>[OH:26][C:23]1([C:2]2[CH:10]=[C:9]3[C:5]([CH:6]=[CH:7][N:8]3[CH:11]([CH3:13])[CH3:12])=[CH:4][CH:3]=2)[CH2:24][CH2:25][N:20]([CH3:19])[CH2:21][CH2:22]1. Procedure: 1.5 ml of a solution of 6-bromo-1-isoproylindole (240 mg, 1 mmol) was cooled to −78 ° C., 1.7M tBuLi (1.47 ml, 2.5 mmol) was added and the mixture stirred for 7 mins. N-Methyl-4-piperidone (340.8 mg, 3 mmol) was then added and the mixture stirred for a further 10 mins. The reaction mixture was then warmed up to −20° C. and quenched with water and dichloromethane. The organic layer was washed with water, dried over anhydrous Na2SO4, concentrated in vacuo and the residue purified by column chromat...